Dataset: the Open Reaction Database (ORD), a public repository of structured organic reaction records. Task: describe an organic reaction: reactants, conditions, products, and yield The reactants are BrC=1C=C2C(=NC1)NC=C2 (5-Bromo-1H-pyrrolo[2,3-b]pyridine), [Cl-].[Li+] (lithium chloride), FC(C1=CC=C(C=C1)/C=C/B(O)O)(F)F (trans-2[4-(trifluoromethyl)-phenyl]vinyl boronic acid), C(=O)([O-])[O-].[Na+].[Na+] (Na2CO3). The product is FC(C1=CC=C(C=C1)C=CC=1C=C2C(=NC1)NC=C2)(F)F (5-[2-(4-Trifluoromethyl-phenyl)-vinyl]1H-pyrrolo[2,3-b]pyridine). RXN SMILES: Br[C:2]1[CH:3]=[C:4]2[CH:10]=[CH:9][NH:8][C:5]2=[N:6][CH:7]=1.[Cl-].[Li+].[F:13][C:14]([F:27])([F:26])[C:15]1[CH:20]=[CH:19][C:18](/[CH:21]=[CH:22]/B(O)O)=[CH:17][CH:16]=1.C([O-])([O-])=O.[Na+].[Na+]>C1(C)C=CC=CC=1.Cl[Pd](Cl)([P](C1C=CC=CC=1)(C1C=CC=CC=1)C1C=CC=CC=1)[P](C1C=CC=CC=1)(C1C=CC=CC=1)C1C=CC=CC=1.CCO>[F:13][C:14]([F:26])([F:27])[C:15]1[CH:16]=[CH:17][C:18]([CH:21]=[CH:22][C:2]2[CH:3]=[C:4]3[CH:10]=[CH:9][NH:8][C:5]3=[N:6][CH:7]=2)=[CH:19][CH:20]=1 |f:1.2,4.5.6,^1:43,62|. Conditions: temperature 105 celsius. Reagents/catalysts: Cl[Pd]([P](C1=CC=CC=C1)(C2=CC=CC=C2)C3=CC=CC=C3)([P](C4=CC=CC=C4)(C5=CC=CC=C5)C6=CC=CC=C6)Cl ((PPh3)2PdCl2). The solvent is C1(=CC=CC=C1)C (toluene), CCO (EtOH). Procedure details: To a solution of bromide 27 (76 mg, 0.39 mmol), lithium chloride (49 mg, 1.16 mmol), trans-2[4-(trifluoromethyl)-phenyl]vinyl boronic acid (125 mg, 0.58 mmol) in a mixture of toluene (3 mL), EtOH (3 mL) and 1 M aqueous Na2CO3 solution (0.96 mL, 0.96 mmol) was added (PPh3)2PdCl2 (27 mg, 0.04 mmol) in one portion. The mixture was heated in the dark to 105° C. under a nitrogen atmosphere for 20 h, filtered through a pad of cotton wool and concentrated. The residue was purified by PTLC with CH2Cl2:M... Isolated yield 45.4%. Reactants: BrC1=CC=C(O[C@H]2[C@H](CCC2)NS(=O)(=O)C(C)C)C=C1 (N-[(1S,2R)-2-(4-bromophenoxy)cyclopentyl]propane-2-sulfonamide), C(#N)C1=CC=C(S1)B(O)O ((5-cyano-2-thienyl)boronic acid), C1(CCCCC1)P(C1=C(C=CC=C1)C1=C(C=C(C=C1C(C)C)C(C)C)C(C)C)C1CCCCC1 (dicyclohexyl(2′,4′,6′-triisopropylbiphenyl-2-yl)phosphine), [F-].[K+] (potassium fluoride). The reagents and catalysts are C(C)(=O)[O-].[Pd+2].C(C)(=O)[O-] (palladium(II) acetate). Run in C(OC)COC (Dimethoxyethane). Product: C(#N)C1=CC=C(S1)C1=CC=C(O[C@H]2[C@H](CCC2)NS(=O)(=O)C(C)C)C=C1 (N-{(1S,2R)-2-[4-(5-cyano-2-thienyl)phenoxy]cyclopentyl}propane-2-sulfonamide). As a reaction SMILES: Br[C:2]1[CH:20]=[CH:19][C:5]([O:6][C@@H:7]2[CH2:11][CH2:10][CH2:9][C@@H:8]2[NH:12][S:13]([CH:16]([CH3:18])[CH3:17])(=[O:15])=[O:14])=[CH:4][CH:3]=1.[C:21]([C:23]1[S:27][C:26](B(O)O)=[CH:25][CH:24]=1)#[N:22].C1(P(C2CCCCC2)C2C=CC=CC=2C2C(C(C)C)=CC(C(C)C)=CC=2C(C)C)CCCCC1.[F-].[K+]>C([O-])(=O)C.[Pd+2].C([O-])(=O)C.C(COC)OC>[C:21]([C:23]1[S:27][C:26]([C:2]2[CH:20]=[CH:19][C:5]([O:6][C@@H:7]3[CH2:11][CH2:10][CH2:9][C@@H:8]3[NH:12][S:13]([CH:16]([CH3:18])[CH3:17])(=[O:15])=[O:14])=[CH:4][CH:3]=2)=[CH:25][CH:24]=1)#[N:22] |f:3.4,5.6.7|. Reported procedure: To a microwave vial was added N-[(1S,2R)-2-(4-bromophenoxy)cyclopentyl]propane-2-sulfonamide (150.0 mg, 0.414 mmol), (5-cyano-2-thienyl)boronic acid (95.0 mg, 0.621 mmol), dicyclohexyl(2′,4′,6′-triisopropylbiphenyl-2-yl)phosphine (20.2 mg, 0.0410 mmol), palladium(II) acetate (7.4 mg, 0.033 mmol) and potassium fluoride (120 mg, 2.07 mmol). Dimethoxyethane (1.5 mL) was added and the reaction mixture was purged three times with nitrogen/vacuum. The reaction was subjected to microwave irradiation at... Reactants: BrC=1N=C(C2=CC=CC=C2C1)Br (dibromoisoquinoline), N1(CCNCCC1)C(=O)OC(C)(C)C (tert-Butyl 1,4-diazepane-1-carboxylate), C([O-])([O-])=O.[K+].[K+] (potassium carbonate). Solvent: CN(C)C=O (DMF). Run at temperature 90 celsius. Yields the product BrC=1N=C(C2=CC=CC=C2C1)N1CCN(CCC1)C(=O)OC(C)(C)C (tert-butyl 4-(3-bromoisoquinolin-1-yl)-1,4-diazepane-1-carboxylate). The yield is 75.7%. Reaction SMILES: [Br:1][C:2]1[N:3]=[C:4](Br)[C:5]2[C:10]([CH:11]=1)=[CH:9][CH:8]=[CH:7][CH:6]=2.[N:13]1([C:20]([O:22][C:23]([CH3:26])([CH3:25])[CH3:24])=[O:21])[CH2:19][CH2:18][CH2:17][NH:16][CH2:15][CH2:14]1.C(=O)([O-])[O-].[K+].[K+]>CN(C=O)C>[Br:1][C:2]1[N:3]=[C:4]([N:16]2[CH2:17][CH2:18][CH2:19][N:13]([C:20]([O:22][C:23]([CH3:26])([CH3:25])[CH3:24])=[O:21])[CH2:14][CH2:15]2)[C:5]2[C:10]([CH:11]=1)=[CH:9][CH:8]=[CH:7][CH:6]=2 |f:2.3.4|. Procedure: A mixture of dibromoisoquinoline (150 mg, 0.52 mmol), tert-Butyl 1,4-diazepane-1-carboxylate (104 mg, 0.52 mmol) and potassium carbonate (144 mg, 1.04 mmol) in DMF (5 ml) was heated to 90° C. for 18 hours. The reaction mixture was allowed to cool down to room temperature and was partitioned between ethyl acetate and a saturated solution of sodium bicarbonate. The organic layer was separated, dried over sodium sulfate, filtered and concentrated in vacuo. The residue was purified on silica gel by ...